This data is from the Open Reaction Database (ORD), a public repository of structured organic reaction records. The task is: describe an organic reaction: reactants, conditions, products, and yield Reactants: COC(=O)C=1C=CC=2N(C(C3=C(N2)CCC3)=O)C1 (1,2,3,10-tetrahydro-10-oxo-cyclopenta[d]pyrido[1,2-a]pyrimidine-7-carboxylic acid methyl ester), C[O-].[Na+] (sodium methoxide), C(C1=CC=CC=C1)=O (benzaldehyde). Solvent: CO (methanol). Product: C(C1=CC=CC=C1)=C1CCC2=C1N=C1N(C2=O)C=C(C=C1)C(=O)O (3-benzylidene-1,2,3,10-tetrahydro-10-oxo-cyclopenta[d]pyrido[1,2-a]pyrimidine-7-carboxylic acid). As a reaction SMILES: C[O:2][C:3]([C:5]1[CH:6]=[CH:7][C:8]2[N:9]([CH:18]=1)[C:10](=[O:17])[C:11]1[CH2:16][CH2:15][CH2:14][C:12]=1[N:13]=2)=[O:4].C[O-].[Na+].[CH:22](=O)[C:23]1[CH:28]=[CH:27][CH:26]=[CH:25][CH:24]=1>CO>[CH:22](=[C:14]1[C:12]2[N:13]=[C:8]3[CH:7]=[CH:6][C:5]([C:3]([OH:2])=[O:4])=[CH:18][N:9]3[C:10](=[O:17])[C:11]=2[CH2:16][CH2:15]1)[C:23]1[CH:28]=[CH:27][CH:26]=[CH:25][CH:24]=1 |f:1.2|. Procedure details: 1,2,3,10-tetrahydro-10-oxo-cyclopenta[d]pyrido[1,2-a]pyrimidine-7-carboxylic acid methyl ester, m.p. 153°-154° C. (5 g) in methanol (300 ml) containing 6.45 g of sodium methoxide was reacted with 10.9 g of benzaldehyde under stirring at reflux temperature for 96 hours. After cooling and concentration in vacuo to a small volume the precipitate was filtered and treated with acetic acid and then with water; the crude compound was recovered by filtration, washed with water until neutral and crystall... The reactants are C1CO1, CO, Clc1ccc2c(c1)C(=C1CCNCC1)c1ccccc1S2. The product is OCCN1CCC(=C2c3ccccc3Sc3ccc(Cl)cc32)CC1. Reaction SMILES: [CH2:22]1[CH2:23][O:24]1.[CH3:25][OH:26].[Cl:1][c:2]1[cH:3][c:4]2[c:13]([cH:14][cH:15]1)[S:12][c:11]1[c:6]([cH:7][cH:8][cH:9][cH:10]1)[C:5]2=[C:16]1[CH2:17][CH2:18][NH:19][CH2:20][CH2:21]1>>[Cl:1][c:2]1[cH:3][c:4]2[c:13]([cH:14][cH:15]1)[S:12][c:11]1[c:6]([cH:7][cH:8][cH:9][cH:10]1)[C:5]2=[C:16]1[CH2:17][CH2:18][N:19]([CH2:22][CH2:23][OH:24])[CH2:20][CH2:21]1. Reactants: N(=[N+]=[N-])C(C(=O)OCC)=CC=1C=2N(C=CC1)C=C(N2)C(C)C (Ethyl α-azido-β-(2-isopropylimidazo[1,2-a]pyridin-8-yl)propenoate), ( 42 ), ( 100 ), [K+].[Br-] (KBr), ( 40 ), ( 20 ). The product is C(C)(C)C1=NC=2N(C=CC=3C2C=C(N3)C(=O)OCC)C1 (Ethyl 2-isopropylimidazo[1,2-a]pyrrolo[3,2-c]pyridine-8-carboxylate). As a reaction SMILES: [N:1]([C:4](=[CH:10][C:11]1[C:12]2[N:13]([CH:17]=[C:18]([CH:20]([CH3:22])[CH3:21])[N:19]=2)[CH:14]=[CH:15][CH:16]=1)[C:5]([O:7][CH2:8][CH3:9])=[O:6])=[N+]=[N-].[K+].[Br-]>>[CH:20]([C:18]1[CH2:17][N:13]2[CH:14]=[CH:15][C:16]3[C:11]([CH:10]=[C:4]([C:5]([O:7][CH2:8][CH3:9])=[O:6])[N:1]=3)=[C:12]2[N:19]=1)([CH3:22])[CH3:21] |f:1.2|. Reported procedure: From 6f (yield: 87%); mp 207-209° C.; IR (KBr) 3285, 1681, 1248 cm−1; 1H NMR (400 MHz, CDCl3) δ 1.30 (t, 3H, J=7 Hz), 1.34 (d, 6H, J=7 Hz), 3.11 (sept, 1H, J=7 Hz), 4.42 (q, 2H, J=7 Hz), 6.82 (d, 1H, J=7 Hz), 7.17 (s, 1H), 7.56 (s, 1H), 7.73 (d, 1H, J=7 Hz), 11.40 (brs, 1H); 13C NMR (100 MHz, CDCl3) δ 14.2, 22.5, 28.3, 61.0, 101.0, 107.5, 108.1, 114.1, 123.3, 126.2, 133.2, 141.31, 151.4, 161.9; MS m/z 271 (M+, 82), 256 (40), 225 (42), 210 (100), 182 (20). Anal. Calcd for C15H17N3O2: C, 66.40; H,...